From a dataset of the Open Reaction Database (ORD), a public repository of structured organic reaction records. describe an organic reaction: reactants, conditions, products, and yield Reactants: ClC=1C=NC=C(C1CC1=NN=CC2=C(C(=CC=C12)OC)C#CCCCC1=CC=CC=C1)Cl (1-(3,5-dichloro-pyridin-4-ylmethyl)-6-methoxy-5-(5-phenyl-pent-1-ynyl)-phthalazine). The reagents and catalysts are [Pd] (Pd/C). Conditions: time 5 hour. Yields the product Cl.ClC=1C=NC=C(C1CC1=NN=CC2=C(C(=CC=C12)OC)CCCCCC1=CC=CC=C1)Cl (1-(3,5-Dichloro-pyridin-4-ylmethyl)-6-methoxy-5-(5-phenyl-pentyl)-phthalazine hydrochloride). Isolated yield 33.9%. RXN SMILES: [Cl:1][C:2]1[CH:3]=[N:4][CH:5]=[C:6]([Cl:32])[C:7]=1[CH2:8][C:9]1[C:18]2[C:13](=[C:14]([C:21]#[C:22][CH2:23][CH2:24][CH2:25][C:26]3[CH:31]=[CH:30][CH:29]=[CH:28][CH:27]=3)[C:15]([O:19][CH3:20])=[CH:16][CH:17]=2)[CH:12]=[N:11][N:10]=1>[Pd]>[ClH:1].[Cl:1][C:2]1[CH:3]=[N:4][CH:5]=[C:6]([Cl:32])[C:7]=1[CH2:8][C:9]1[C:18]2[C:13](=[C:14]([CH2:21][CH2:22][CH2:23][CH2:24][CH2:25][C:26]3[CH:27]=[CH:28][CH:29]=[CH:30][CH:31]=3)[C:15]([O:19][CH3:20])=[CH:16][CH:17]=2)[CH:12]=[N:11][N:10]=1 |f:2.3|. Procedure: A solution of 1-(3,5-dichloro-pyridin-4-ylmethyl)-6-methoxy-5-(5-phenyl-pent-1-ynyl)-phthalazine (770 mg, 1.665 mmoles), prepared as described in example 66, in THE (50 ml). was hydrogenated in Parr in the presence of 10% Pd/C (100 mg) for 24 hours. The catalyst was filtered off and the hydrogenation was kept on for further 24 hours at room temperature and for 5 hours at 80° C. The solution was brought to dryness and flash chromatographed (eluent: petrolatum/ethyl acetate 1:1). The fractions cor... The solvent is C(C)#N (acetonitrile), O (water). Run at temperature 50 celsius. Product: C(#N)C1=C(C=C(C=N1)N1C(N(C2(CCC2)C1=O)C1=CC=C(C=C1)S(=O)(=O)NC)=S)C(F)(F)F (4-(7-(6-cyano-5-(trifluoromethyl)pyridin-3-yl)-8-oxo-6-thioxo-5,7-diazaspiro[3.4]-octan-5-yl)-N-methylbenzenesulfonamide). Reaction SMILES: [C:1]([C:3]1[N:8]=[CH:7][C:6]([N:9]2[C:16](=[O:17])[C:12]3([CH2:15][CH2:14][CH2:13]3)[N:11]([C:18]3[CH:23]=[CH:22][C:21]([S:24]([NH2:27])(=[O:26])=[O:25])=[CH:20][CH:19]=3)[C:10]2=[S:28])=[CH:5][C:4]=1[C:29]([F:32])([F:31])[F:30])#[N:2].S(C1C=CC(C)=CC=1)(O[CH3:37])(=O)=O.C([O-])([O-])=O.[Cs+].[Cs+]>C(#N)C.O>[C:1]([C:3]1[N:8]=[CH:7][C:6]([N:9]2[C:16](=[O:17])[C:12]3([CH2:15][CH2:14][CH2:13]3)[N:11]([C:18]3[CH:23]=[CH:22][C:21]([S:24]([NH:27][CH3:37])(=[O:26])=[O:25])=[CH:20][CH:19]=3)[C:10]2=[S:28])=[CH:5][C:4]=1[C:29]([F:32])([F:30])[F:31])#[N:2] |f:2.3.4|. Yield: 30.3%. The reactants are C(#N)C1=C(C=C(C=N1)N1C(N(C2(CCC2)C1=O)C1=CC=C(C=C1)S(=O)(=O)N)=S)C(F)(F)F (4-(7-(6-cyano-5-(trifluoromethyl)pyridin-3-yl)-8-oxo-6-thioxo-5,7-diazaspiro-[3.4]octan-5-yl)benzenesulfonamide), C(#N)C1=C(C=C(C=N1)N1C(N(C2(CCC2)C1=O)C1=CC=C(C=C1)S(=O)(=O)N)=S)C(F)(F)F (4-(7-(6-cyano-5-(trifluoromethyl)pyridin-3-yl)-8-oxo-6-thioxo-5,7-diazaspiro-[3.4]octan-5-yl)benzenesulfonamide), S(=O)(=O)(OC)C1=CC=C(C)C=C1 (methyl tosylate), C(=O)([O-])[O-].[Cs+].[Cs+] (Cs2CO3). Procedure details: A mixture of 4-(7-(6-cyano-5-(trifluoromethyl)pyridin-3-yl)-8-oxo-6-thioxo-5,7-diazaspiro-[3.4]octan-5-yl)benzenesulfonamide (Compound 81, 97 mg, 0.20 mmol), methyl tosylate (37 mg, 0.20 mmol), and Cs2CO3 (65 mg, 0.20 mmol) in acetonitrile (1 mL) was heated at 50° C. for 20 h in a sealed tube. After being cooled room temperature, the reaction mixture was diluted with water and extracted with EtOAc (3×). The organic layer was dried over magnesium sulfate and concentrated to give a residue that wa...